Dataset: the Open Reaction Database (ORD), a public repository of structured organic reaction records. Task: describe an organic reaction: reactants, conditions, products, and yield Starting materials: NC=1SC=C(N1)/C(/C(=O)N[C@@H]1C(N([C@@H]1COC(N)=O)S(=O)(=O)O)=O)=N/OC(C)(C)C(=O)OC(C)(C)C.[Na] ((3S,4S)-3-[(2-amino-4-thiazolyl)-2-(Z)-[[1-(t-butoxycarbonyl)-1-methylethoxy]imino]acetamido]-4-carbamoyloxymethyl-2-oxo-1-azetidinesulfonic acid sodium), FC(C(=O)O)(F)F (trifluoroacetic acid), FC(C(=O)O)(F)F (trifluoroacetic acid). Yields the product C(N)(=O)OCC1CC(N1S(=O)(=O)O)=O (4-carbamoyloxymethyl-2-oxo-1-azetidine-sulfonic acid). As a reaction SMILES: NC1SC=C(/C(=N/OC(C(OC(C)(C)C)=O)(C)C)/C(N[C@H:11]2[C@@H:14]([CH2:15][O:16][C:17](=[O:19])[NH2:18])[N:13]([S:20]([OH:23])(=[O:22])=[O:21])[C:12]2=[O:24])=O)N=1.[Na].FC(F)(F)C(O)=O>>[C:17]([O:16][CH2:15][CH:14]1[N:13]([S:20]([OH:23])(=[O:22])=[O:21])[C:12](=[O:24])[CH2:11]1)(=[O:19])[NH2:18] |f:0.1,^1:36|. Procedure: 2.28 g of (3S,4S)-3-[(2-amino-4-thiazolyl)-2-(Z)-[[1-(t-butoxycarbonyl)-1-methylethoxy]imino]acetamido]-4-carbamoyloxymethyl-2-oxo-1-azetidinesulfonic acid-sodium salt are stirred at 0° C. with 5 ml of trifluoroacetic acid. After additional stirring at room temperature for 30 minutes the excess trifluoroacetic acid is removed in vacuo and the remaining oil treated with 100 ml of ether. The resulting crystals are filtered off, washed with ether and dried in vacuo. The product is purified by rever... Starting materials: Cl.N1=CC(=CC=C1)NN (1-(pyridin-3-yl)hydrazine hydrochloride), CCN=C=NCCCN(C)C (EDCI), C(C)OC(CCCNC)OCC (4,4-diethoxy-N-methylbutan-1-amine), CNCCC1=CN(C=2C1=NC=CC2)CC(=O)OCC (ethyl 2-(3-(2-(methylamino)ethyl)-1H-pyrrolo[3,2-b]pyridin-1-yl)acetate), 5-aza-2-(1,2,3,4-tetrahydro-2-methylpyrido[3,4-b]indol-9-yl)acetic acid, CNC1CCCCC1 (N-methylcyclohexylamine), C(=O)(C(F)(F)F)O (TFA), BrCC(=O)OCC (ethyl bromoacetate), N1=CC(=CC=C1)N(N)CC(=O)OCC (ethyl 2-(1-(pyridin-3-yl)hydrazinyl)acetate), C=O (formaldehyde). Solvent: ethyl 5-aza-2-(1,2,3,4-tetrahydro-2-methylpyrido[3,4-b]indol-9-yl)acetate, [OH-].[Na+] (NaOH), C(C)#N (acetonitrile). The product is C1(CCCNC1)N(C(CN1C2=C(C3=CC=CC=C13)CCN(C2)C)=O)C (5-aza-N-cyclohexyl-2-(1,2,3,4-tetrahydro-2-methylpyrido[3,4-b]indol-9-yl)-N-methylacetamide). RXN SMILES: Cl.[N:2]1[CH:7]=[CH:6][CH:5]=[C:4]([NH:8]N)[CH:3]=1.BrCC([O:14][CH2:15][CH3:16])=O.N1C=CC=C(N(CC(OCC)=O)N)[CH:18]=1.C(OC(OCC)CCCNC)C.CNC[CH2:46][C:47]1C2=NC=CC=[C:50]2[N:49]([CH2:56]C(OCC)=O)[CH:48]=1.C=O.C(O)(C(F)(F)F)=O.[CH3:71][NH:72][CH:73]1[CH2:78][CH2:77][CH2:76][CH2:75][CH2:74]1.CCN=C=NCCCN(C)C>C(#N)C.[OH-].[Na+]>[CH:4]1([N:8]([CH3:18])[C:15](=[O:14])[CH2:16][N:72]2[C:73]3[C:78](=[CH:77][CH:76]=[CH:75][CH:74]=3)[C:46]3[CH2:47][CH2:48][N:49]([CH3:56])[CH2:50][C:71]2=3)[CH2:3][NH:2][CH2:7][CH2:6][CH2:5]1 |f:0.1,11.12|. Procedure: The title compound is prepared by following General Methods 1, 3, 4, 5 and 7 by using 1-(pyridin-3-yl)hydrazine hydrochloride and ethyl bromoacetate (General Method 1), ethyl 2-(1-(pyridin-3-yl)hydrazinyl)acetate and 4,4-diethoxy-N-methylbutan-1-amine (General Method 3), ethyl 2-(3-(2-(methylamino)ethyl)-1H-pyrrolo[3,2-b]pyridin-1-yl)acetate, formaldehyde and TFA in acetonitrile (General Method 4), ethyl 5-aza-2-(1,2,3,4-tetrahydro-2-methylpyrido[3,4-b]indol-9-yl)acetate and NaOH (General Method...